The task is: describe an organic reaction: reactants, conditions, products, and yield. This data is from the Open Reaction Database (ORD), a public repository of structured organic reaction records. Reactants: C1CCOC1, CC(=O)O, C[Si](C)(C)[N-][Si](C)(C)C, FC(F)c1nc2ccccc2n1-c1nc(Cl)nc(N2CCOCC2)n1, [Li+], Nc1ccccn1, O. The product is FC(F)c1nc2ccccc2n1-c1nc(Nc2ccccn2)nc(N2CCOCC2)n1. Reaction SMILES: [CH2:47]1[O:48][CH2:49][CH2:50][CH2:51]1.[CH3:43][C:44](=[O:45])[OH:46].[CH3:8][Si:9]([N-:10][Si:11]([CH3:12])([CH3:13])[CH3:14])([CH3:15])[CH3:16].[Cl:18][c:19]1[n:20][c:21](-[n:31]2[c:32]([CH:40]([F:41])[F:42])[n:33][c:34]3[c:35]2[cH:36][cH:37][cH:38][cH:39]3)[n:22][c:23]([N:25]2[CH2:26][CH2:27][O:28][CH2:29][CH2:30]2)[n:24]1.[Li+:17].[NH2:1][c:2]1[n:3][cH:4][cH:5][cH:6][cH:7]1.[OH2:52]>>[NH:1]([c:2]1[n:3][cH:4][cH:5][cH:6][cH:7]1)[c:19]1[n:20][c:21](-[n:31]2[c:32]([CH:40]([F:41])[F:42])[n:33][c:34]3[c:35]2[cH:36][cH:37][cH:38][cH:39]3)[n:22][c:23]([N:25]2[CH2:26][CH2:27][O:28][CH2:29][CH2:30]2)[n:24]1. Reactants: CC1=CC=C(C=C1)N1N=C2C3=C(CCC2CC1=O)C=NC=C3 (4,4a,5,6-Tetrahydro-2-(4-methylphenyl)pyrido[3,4-h]cinnolin-3(2H)-one), CO (Methanol). Run in O (Water). Yields the product CC1=CC=C(C=C1)N1N=C2C3=C(CCC2CC1)C=NC=C3 (2,3,4,4a,5,6-Hexahydro-2-(4-methylphenyl)pyrido[3,4-h]cinnoline). Yield: 22.5%. Reaction SMILES: [CH3:1][C:2]1[CH:7]=[CH:6][C:5]([N:8]2[C:17](=O)[CH2:16][CH:15]3[C:10]([C:11]4[CH:22]=[CH:21][N:20]=[CH:19][C:12]=4[CH2:13][CH2:14]3)=[N:9]2)=[CH:4][CH:3]=1.CO>O>[CH3:1][C:2]1[CH:7]=[CH:6][C:5]([N:8]2[CH2:17][CH2:16][CH:15]3[C:10]([C:11]4[CH:22]=[CH:21][N:20]=[CH:19][C:12]=4[CH2:13][CH2:14]3)=[N:9]2)=[CH:4][CH:3]=1. Procedure details: 4,4a,5,6-Tetrahydro-2-(4-methylphenyl)pyrido[3,4-h]cinnolin-3(2H)-one (0.14 g; from Example 1 above) was placed in a flask under nitrogen. Borane tetrahydofuran complex (1M, 2.4 ml) was added and the solution warmed to room temperature for 3.5 hours. Methanol (5 ml) was added. Water was added and the aqueous solution extracted thrice with ethyl acetate. The organics were washed with sodium hydrogen carbonate (saturated solution), and brine then dried, filtered and concentrated to give a yellow s... Reactants: NC(CS(=O)(=O)C1=CC=CC=C1)=NNC(=O)C=1OC=CC1 (Furan-2-carboxylic acid (1-amino-2-benzenesulfonyl-ethylidene)-hydrazide). The solvent is C(C)O (ethanol). Conditions: time 8 hour. The product is C1(=CC=CC=C1)S(=O)(=O)CC1=NNC(=N1)C=1OC=CC1 (3-benzenesulfonylmethyl-5-furan-2-yl-1H-[1,2,4]triazole). Isolated yield 66.8%. RXN SMILES: [NH2:1][C:2](=[N:13][NH:14][C:15]([C:17]1[O:18][CH:19]=[CH:20][CH:21]=1)=O)[CH2:3][S:4]([C:7]1[CH:12]=[CH:11][CH:10]=[CH:9][CH:8]=1)(=[O:6])=[O:5]>C(O)C>[C:7]1([S:4]([CH2:3][C:2]2[N:1]=[C:15]([C:17]3[O:18][CH:19]=[CH:20][CH:21]=3)[NH:14][N:13]=2)(=[O:6])=[O:5])[CH:12]=[CH:11][CH:10]=[CH:9][CH:8]=1. Procedure details: 105 g (0.34 mol) Furan-2-carboxylic acid (1-amino-2-benzenesulfonyl-ethylidene)-hydrazide were heated at 200° C. for 20 minutes. The molten mass was then cooled, dissolved in 250 ml hot ethanol and stirred overnight at room temperature. The precipitated crystals were filtered off and dried to yield 65.7 g (66%) 3-benzenesulfonylmethyl-5-furan-2-yl-1H-[1,2,4]triazole as white crystals with mp. 185-186° C., MS m/e (%): 290 (M+H+, 100). Starting materials: Cc1ccccc1, CCCC1CCC(CC(O)c2c(C)cc(OCC)c(F)c2F)CC1, O, O, Cc1ccc(S(=O)(=O)O)cc1. Yields the product CCCC1CCC(C=Cc2c(C)cc(OCC)c(F)c2F)CC1. Reaction SMILES: [CH3:38][c:39]1[cH:40][cH:41][cH:42][cH:43][cH:44]1.[F:13][c:14]1[c:15]([CH:25]([CH2:26][CH:27]2[CH2:28][CH2:29][CH:30]([CH2:33][CH2:34][CH3:35])[CH2:31][CH2:32]2)[OH:36])[c:16]([CH3:24])[cH:17][c:18]([O:21][CH2:22][CH3:23])[c:19]1[F:20].[OH2:1].[OH2:37].[c:2]1([CH3:3])[cH:4][cH:5][c:6]([S:7]([OH:8])(=[O:9])=[O:10])[cH:11][cH:12]1>>[F:13][c:14]1[c:15]([CH:25]=[CH:26][CH:27]2[CH2:28][CH2:29][CH:30]([CH2:33][CH2:34][CH3:35])[CH2:31][CH2:32]2)[c:16]([CH3:24])[cH:17][c:18]([O:21][CH2:22][CH3:23])[c:19]1[F:20].